The task is: describe an organic reaction: reactants, conditions, products, and yield. This data is from the Open Reaction Database (ORD), a public repository of structured organic reaction records. The reactants are N#Cc1c(S)cccc1Cl, CCOCC, O=[N+]([O-])c1ccc(SCl)c(C(Cl)(Cl)Cl)c1. Yields the product N#Cc1c(Cl)cccc1SSc1ccc([N+](=O)[O-])cc1C(Cl)(Cl)Cl. As a reaction SMILES: [C:16](#[N:17])[c:18]1[c:19]([SH:25])[cH:20][cH:21][cH:22][c:23]1[Cl:24].[CH3:26][CH2:27][O:28][CH2:29][CH3:30].[N+:1](=[O:2])([O-:3])[c:4]1[cH:5][c:6]([C:12]([Cl:13])([Cl:14])[Cl:15])[c:7]([S:10][Cl:11])[cH:8][cH:9]1>>[N+:1](=[O:2])([O-:3])[c:4]1[cH:5][c:6]([C:12]([Cl:13])([Cl:14])[Cl:15])[c:7]([S:10][S:25][c:19]2[c:18]([C:16]#[N:17])[c:23]([Cl:24])[cH:22][cH:21][cH:20]2)[cH:8][cH:9]1. Reactants: C(C1=CC=CC=C1)(=O)C=1C=C2CCC(NC2=CC1)=O (6-benzoyl-3,4-dihydrocarbostyril), [BH4-].[Na+] (sodium borohydride). Run in CO (methanol). Run at temperature 25 celsius, time 18 hour. The product is C1(=CC=CC=C1)C(C=1C=C2CCC(NC2=CC1)=O)O (6-(phenylhydroxymethyl)-3,4-dihydrocarbostyril). RXN SMILES: [C:1]([C:9]1[CH:10]=[C:11]2[C:16](=[CH:17][CH:18]=1)[NH:15][C:14](=[O:19])[CH2:13][CH2:12]2)(=[O:8])[C:2]1[CH:7]=[CH:6][CH:5]=[CH:4][CH:3]=1.[BH4-].[Na+]>CO>[C:2]1([CH:1]([OH:8])[C:9]2[CH:10]=[C:11]3[C:16](=[CH:17][CH:18]=2)[NH:15][C:14](=[O:19])[CH2:13][CH2:12]3)[CH:3]=[CH:4][CH:5]=[CH:6][CH:7]=1 |f:1.2|. Reported procedure: A suspension of 3.0 g of 6-benzoyl-3,4-dihydrocarbostyril in 120 ml of methanol was treated at 0° C. with 1.2 g of sodium borohydride. The mixture was stirred at 25° C. for 18 hours during which time the suspended solid dissolved. The solvent was removed under reduced pressure and the residue partitioned between 10% methanol in methylene chloride and water. The extract was dried over anhydrous sodium sulfate, filtered and the solvent removed under reduced pressure. The residue was recrystallized...